From a dataset of the Open Reaction Database (ORD), a public repository of structured organic reaction records. describe an organic reaction: reactants, conditions, products, and yield Reactants: O=C([O-])[O-], C=CCc1cc2c(=O)c3c(F)cccc3oc2c(C)c1O, ClC(Cl)Cl, O=C(OO)c1cccc(Cl)c1, [K+], [K+], O. Yields the product Cc1c2c(cc3c(=O)c4c(F)cccc4oc13)CC(C(=O)O)O2. Reaction SMILES: [C:37]([O-:38])([O-:39])=[O:40].[CH2:1]([CH:2]=[CH2:3])[c:4]1[cH:5][c:6]2[c:7](=[O:21])[c:8]3[c:9]([F:20])[cH:10][cH:11][cH:12][c:13]3[o:14][c:15]2[c:16]([CH3:19])[c:17]1[OH:18].[CH:33]([Cl:34])([Cl:35])[Cl:36].[Cl:22][c:23]1[cH:24][cH:25][cH:26][c:27]([C:28]([O:29][OH:30])=[O:31])[cH:32]1.[K+:41].[K+:42].[OH2:43]>>[CH2:1]1[CH:2]([C:37]([OH:38])=[O:40])[O:18][c:17]2[c:4]1[cH:5][c:6]1[c:7](=[O:21])[c:8]3[c:9]([F:20])[cH:10][cH:11][cH:12][c:13]3[o:14][c:15]1[c:16]2[CH3:19]. Starting materials: CC(O)(COC(=O)N1CC=C(c2ccc(C(F)(F)F)cc2)CC1)Cn1cc([N+](=O)[O-])nc1Cl, [H-], [Na+], CN(C)C=O. Yields the product CC1(COC(=O)N2CC=C(c3ccc(C(F)(F)F)cc3)CC2)Cn2cc([N+](=O)[O-])nc2O1. RXN SMILES: [F:1][C:2]([c:3]1[cH:4][cH:5][c:6]([C:9]2=[CH:14][CH2:13][N:12]([C:15](=[O:16])[O:17][CH2:18][C:19]([CH2:20][n:21]3[c:22]([Cl:29])[n:23][c:24]([N+:26](=[O:27])[O-:28])[cH:25]3)([CH3:30])[OH:31])[CH2:11][CH2:10]2)[cH:7][cH:8]1)([F:32])[F:33].[H-:34].[Na+:35].[O:36]=[CH:37][N:38]([CH3:39])[CH3:40]>>[F:1][C:2]([c:3]1[cH:4][cH:5][c:6]([C:9]2=[CH:14][CH2:13][N:12]([C:15](=[O:16])[O:17][CH2:18][C:19]3([CH3:30])[CH2:20][n:21]4[c:22]([n:23][c:24]([N+:26](=[O:27])[O-:28])[cH:25]4)[O:31]3)[CH2:11][CH2:10]2)[cH:7][cH:8]1)([F:32])[F:33]. The reactants are C(C1=CC=CC=C1)OC[C@H]1NS(CC1)(=O)=O ((S)-3-benzyloxymethylisothiazolidine 1,1-dioxide), CC1=C(C=CC(=C1)C)N1CCN(CC1)C(=O)C1=CC=C(C=C1)I ([4-(2,4-dimethylphenyl)piperazin-1-yl](4-iodophenyl)methanone). Product: C(C1=CC=CC=C1)OC[C@H]1N(S(CC1)(=O)=O)C1=CC=C(C=C1)C(=O)N1CCN(CC1)C1=C(C=C(C=C1)C)C ((S)-[4-(3-benzyloxymethyl-1,1-dioxo-1λ6-isothiazolidin-2-yl)phenyl][4-(2,4-dimethylphenyl)piperazin-1-yl]methanone). Yield: 88.6%. Reaction SMILES: [CH2:1]([O:8][CH2:9][C@@H:10]1[CH2:14][CH2:13][S:12](=[O:16])(=[O:15])[NH:11]1)[C:2]1[CH:7]=[CH:6][CH:5]=[CH:4][CH:3]=1.[CH3:17][C:18]1[CH:23]=[C:22]([CH3:24])[CH:21]=[CH:20][C:19]=1[N:25]1[CH2:30][CH2:29][N:28]([C:31]([C:33]2[CH:38]=[CH:37][C:36](I)=[CH:35][CH:34]=2)=[O:32])[CH2:27][CH2:26]1>>[CH2:1]([O:8][CH2:9][C@@H:10]1[CH2:14][CH2:13][S:12](=[O:16])(=[O:15])[N:11]1[C:36]1[CH:35]=[CH:34][C:33]([C:31]([N:28]2[CH2:27][CH2:26][N:25]([C:19]3[CH:20]=[CH:21][C:22]([CH3:24])=[CH:23][C:18]=3[CH3:17])[CH2:30][CH2:29]2)=[O:32])=[CH:38][CH:37]=1)[C:2]1[CH:3]=[CH:4][CH:5]=[CH:6][CH:7]=1. Reported procedure: Using (S)-3-benzyloxymethylisothiazolidine 1,1-dioxide (536 mg) described in Preparation Example 1 and [4-(2,4-dimethylphenyl)piperazin-1-yl](4-iodophenyl)methanone (933 mg) described in Preparation Example 108 and by the reaction and treatment in the same manner as in Example 1, (S)-[4-(3-benzyloxymethyl-1,1-dioxo-1λ6-isothiazolidin-2-yl)phenyl][4-(2,4-dimethylphenyl)piperazin-1-yl]methanone (1.05 g) was obtained. Using the obtained (S)-[4-(3-benzyloxymethyl-1,1-dioxo-1λ6-isothiazolidin-2-yl)ph... The reactants are ClC1=NC(=NC(=C1)CC)C1=CC(=CC=C1)Cl (4-chloro-2-(3-chlorophenyl)-6-ethylpyrimidine), NC1=CC=C(C=C1)CCO (2-(4-aminophenyl)ethanol), Cl (HCl), O1CCOCC1 (dioxane), C(=O)(O)[O-].[Na+] (NaHCO3). Run in CCO (EtOH). Conditions: temperature 85 celsius. Product: ClC=1C=C(C=CC1)C1=NC(=CC(=N1)NC1=CC=C(C=C1)CCO)CC (2-(4-((2-(3-chlorophenyl)-6-ethylpyrimidin-4-yl)amino)phenyl)ethanol). Isolated yield 69.5%. Reaction SMILES: Cl[C:2]1[CH:7]=[C:6]([CH2:8][CH3:9])[N:5]=[C:4]([C:10]2[CH:15]=[CH:14][CH:13]=[C:12]([Cl:16])[CH:11]=2)[N:3]=1.[NH2:17][C:18]1[CH:23]=[CH:22][C:21]([CH2:24][CH2:25][OH:26])=[CH:20][CH:19]=1.Cl.O1CCOCC1.C([O-])(O)=O.[Na+]>CCO>[Cl:16][C:12]1[CH:11]=[C:10]([C:4]2[N:3]=[C:2]([NH:17][C:18]3[CH:23]=[CH:22][C:21]([CH2:24][CH2:25][OH:26])=[CH:20][CH:19]=3)[CH:7]=[C:6]([CH2:8][CH3:9])[N:5]=2)[CH:15]=[CH:14][CH:13]=1 |f:4.5|. Procedure details: A mixture of 4-chloro-2-(3-chlorophenyl)-6-ethylpyrimidine (0.150 g, 0.59 mmol) and 2-(4-aminophenyl)ethanol (0.134 g, 0.89 mmol) and 4M HCl in dioxane (0.222 mL, 0.89 mmol) in EtOH was heated for 2.5 h at 85° C. After this time, the mixture was neutralized with NaHCO3 at 0° C. and purified by silica gel chromatography eluting with methylene chloride and methanol to afford the title compound (0.145 g, 70%) as a yellow solid. MW=353.85. 1H NMR (DMSO-d6, 500 MHz) δ 9.53 (s, 1H), 8.33-8.28 (m, 2H),... The reactants are C(C)OC(CC1=CC(=C(C=C1)OC)C1=NC=C(C=C1CN(CC)C(=O)C1CC1)C)=O ((3-{3-[(cyclopropanecarbonyl-ethyl-amino)-methyl]-5-methyl-pyridin-2-yl}-4-methoxy-phenyl)-acetic acid ethyl ester), [Li+].[OH-] (LiOH), CO (MeOH). Solvent: C1CCOC1 (THF). Conditions: temperature 40 celsius, time 30 minute. Yields the product C1(CC1)C(=O)N(CC)CC=1C(=NC=C(C1)C)C=1C=C(C=CC1OC)CC(=O)O ((3-{3-[(Cyclopropanecarbonyl-ethyl-amino)-methyl]-5-methyl-pyridin-2-yl}-4-methoxy-phenyl)-acetic acid). Reaction SMILES: C([O:3][C:4](=[O:30])[CH2:5][C:6]1[CH:11]=[CH:10][C:9]([O:12][CH3:13])=[C:8]([C:14]2[C:19]([CH2:20][N:21]([C:24]([CH:26]3[CH2:28][CH2:27]3)=[O:25])[CH2:22][CH3:23])=[CH:18][C:17]([CH3:29])=[CH:16][N:15]=2)[CH:7]=1)C.[Li+].[OH-].CO>C1COCC1>[CH:26]1([C:24]([N:21]([CH2:20][C:19]2[C:14]([C:8]3[CH:7]=[C:6]([CH2:5][C:4]([OH:30])=[O:3])[CH:11]=[CH:10][C:9]=3[O:12][CH3:13])=[N:15][CH:16]=[C:17]([CH3:29])[CH:18]=2)[CH2:22][CH3:23])=[O:25])[CH2:27][CH2:28]1 |f:1.2|. Procedure: To (3-{3-[(cyclopropanecarbonyl-ethyl-amino)-methyl]-5-methyl-pyridin-2-yl}-4-methoxy-phenyl)-acetic acid ethyl ester (0.154 g, 0.38 mmol) in THF (1.5 mL) was added 1N aqueous LiOH (1.14 mL, 1.14 mmol), and enough MeOH to clarify the solution. The reaction was stirred at 40° C. for 30 minutes, until no starting material was seen by analytical tlc. The mixture was concentrated, diluted with H2O, and washed twice with EtOAc. After filtering through a 25 μM nylon filter, the aqueous layer was acidi... Solvent: CN(C=O)C (N,N-dimethylformamide). The product is C(#N)CCC=1OC2=C(C1)C=CC(=C2)OCC=2N=C(OC2C)C2=CC=CC=C2 (2-(2-cyanoethyl)-6-(5-methyl-2-phenyl-4-oxazolylmethoxy)benzofuran). The reactants are [H-].[Na+] (Sodium hydride), CC1=C(N=C(O1)C1=CC=CC=C1)COC1=CC2=C(C=C(O2)C=O)C=C1 (6-(5-methyl-2-phenyl-4-oxazolylmethoxy)benzofuran-2-carbaldehyde), C(#N)CP(OCC)(OCC)=O (diethyl cyanomethylphosphonate), ice water, Cl (hydrochloric acid). Conditions: time 1 hour. Reported procedure: Sodium hydride (60%, oily, 0.20 g) was gradually added to a solution of 6-(5-methyl-2-phenyl-4-oxazolylmethoxy)benzofuran-2-carbaldehyde (1.50 g) and diethyl cyanomethylphosphonate (0.88 g) in N,N-dimethylformamide (30 ml) at 0° C., followed by stirring at room temperature for 1 hour. The reaction mixture was poured over ice water and neutralized with 2N hydrochloric acid, followed by extraction with ethyl acetate (200 ml). After the ethyl acetate layer was washed with water and dried (MgSO4), p... The yield is 83.1%. Reaction SMILES: [H-].[Na+].[CH3:3][C:4]1[O:8][C:7]([C:9]2[CH:14]=[CH:13][CH:12]=[CH:11][CH:10]=2)=[N:6][C:5]=1[CH2:15][O:16][C:17]1[CH:27]=[CH:26][C:20]2[CH:21]=[C:22]([CH:24]=O)[O:23][C:19]=2[CH:18]=1.[C:28]([CH2:30]P(=O)(OCC)OCC)#[N:29].Cl>CN(C)C=O>[C:28]([CH2:30][CH2:24][C:22]1[O:23][C:19]2[CH:18]=[C:17]([O:16][CH2:15][C:5]3[N:6]=[C:7]([C:9]4[CH:14]=[CH:13][CH:12]=[CH:11][CH:10]=4)[O:8][C:4]=3[CH3:3])[CH:27]=[CH:26][C:20]=2[CH:21]=1)#[N:29] |f:0.1|. Reactants: Cc1ccccc1, Cn1cc2c(C3CC3CO)c(F)ccc2n1, CCOC(=O)N=NC(=O)OCC, O=C1NC(=O)c2ccccc21, C1CCOC1, c1ccc(P(c2ccccc2)c2ccccc2)cc1. The product is Cn1cc2c(C3CC3CN3C(=O)c4ccccc4C3=O)c(F)ccc2n1. RXN SMILES: [CH3:64][c:65]1[cH:66][cH:67][cH:68][cH:69][cH:70]1.[F:1][c:2]1[c:3]([CH:12]2[CH:13]([CH2:15][OH:16])[CH2:14]2)[c:4]2[cH:5][n:6]([CH3:11])[n:7][c:8]2[cH:9][cH:10]1.[O:17]=[C:18]([O:19][CH2:20][CH3:21])[N:22]=[N:23][C:24]([O:25][CH2:26][CH3:27])=[O:28].[O:48]=[C:49]1[NH:50][C:51](=[O:52])[c:53]2[cH:54][cH:55][cH:56][cH:57][c:58]21.[O:59]1[CH2:60][CH2:61][CH2:62][CH2:63]1.[c:29]1([P:30]([c:31]2[cH:32][cH:33][cH:34][cH:35][cH:36]2)[c:37]2[cH:38][cH:39][cH:40][cH:41][cH:42]2)[cH:43][cH:44][cH:45][cH:46][cH:47]1>>[F:1][c:2]1[c:3]([CH:12]2[CH:13]([CH2:15][N:50]3[C:49](=[O:48])[c:58]4[c:53]([cH:54][cH:55][cH:56][cH:57]4)[C:51]3=[O:52])[CH2:14]2)[c:4]2[cH:5][n:6]([CH3:11])[n:7][c:8]2[cH:9][cH:10]1. Starting materials: COCCO (2-Methoxyethanol), [H-].[Na+] (sodium hydride), BrC1=CC(=C(CBr)C=C1)F (4-bromo-2-fluorobenzyl bromide). Run in O (water), C1=CC(=CC=C1Cl)Cl (dichlorobenzene). Run at temperature 60 celsius, time 12 hour. The product is BrC1=CC(=C(COCCOC)C=C1)F (1-(4-bromo-2-fluorobenzyloxy)-2-methyoxyethane). Isolated yield 78.7%. RXN SMILES: [CH3:1][O:2][CH2:3][CH2:4][OH:5].[H-].[Na+].[Br:8][C:9]1[CH:16]=[CH:15][C:12]([CH2:13]Br)=[C:11]([F:17])[CH:10]=1>C1C(Cl)=CC=C(Cl)C=1.O>[Br:8][C:9]1[CH:16]=[CH:15][C:12]([CH2:13][O:5][CH2:4][CH2:3][O:2][CH3:1])=[C:11]([F:17])[CH:10]=1 |f:1.2|. Procedure details: 2-Methoxyethanol (5.0 g) was added to a stirred suspension of sodium hydride (2.64 g of a 60% mineral oil suspension) in DHF (200 ml) at room temperature and under a atmosphere of argon. The stirred mixture was heated to 60° C. and then cooled to 5° C. A solution of 4-bromo-2-fluorobenzyl bromide (15 g) in dichlorobenzene (75 ml) was added over 15 minutes. The mixture stirred for 12 hours at room temperature, then for 1 hour at 60° C. and cooled. The mixture was diluted with iced water (600 ml) ... Reactants: NC1=NC2=CC(=CC=C2C(=C1)OC(C)C)OC (2-amino-7-methoxy-4-isopropoxy-quinoline), BrCC(C(=O)OCC)=O (ethyl bromopyruvate). Product: COC1=CC=C2C(=CC=3N(C2=C1)C=C(N3)C(=O)OCC)OC(C)C (ethyl 8-methoxy-5-isopropoxyimidazo-[1,2-a]-quinoline-2-carboxylate). As a reaction SMILES: [NH2:1][C:2]1[CH:11]=[C:10]([O:12][CH:13]([CH3:15])[CH3:14])[C:9]2[C:4](=[CH:5][C:6]([O:16][CH3:17])=[CH:7][CH:8]=2)[N:3]=1.Br[CH2:19][C:20](=O)[C:21]([O:23][CH2:24][CH3:25])=[O:22]>>[CH3:17][O:16][C:6]1[CH:5]=[C:4]2[C:9]([C:10]([O:12][CH:13]([CH3:14])[CH3:15])=[CH:11][C:2]3[N:3]2[CH:19]=[C:20]([C:21]([O:23][CH2:24][CH3:25])=[O:22])[N:1]=3)=[CH:8][CH:7]=1. Reported procedure: 1.5 g of 2-amino-7-methoxy-4-isopropoxy-quinoline and 1.5 g of ethyl bromopyruvate were reacted by the method of Example 11 to obtain ethyl 8-methoxy-5-isopropoxyimidazo-[1,2-a]-quinoline-2-carboxylate melting at 117°-118° C. The reactants are CC1=C(O)C=CC=C1O (2-methyl resorcinol), COC1=CC=C(C=C1)CC(=O)O (p-methoxy phenyl acetic acid), B(F)(F)F.CCOCC (boron trifluoride diethyl etherate). Conditions: time 8 hour. The product is OC1=C(C=CC(=C1C)O)C(CC1=CC=C(C=C1)OC)=O (1-(2,4-dihydroxy-3-methyl-phenyl)-2-(4-methoxy-phenyl)-ethanone). RXN SMILES: [CH3:1][C:2]1[C:8]([OH:9])=[CH:7][CH:6]=[CH:5][C:3]=1[OH:4].[CH3:10][O:11][C:12]1[CH:17]=[CH:16][C:15]([CH2:18][C:19](O)=[O:20])=[CH:14][CH:13]=1.B(F)(F)F.CCOCC>>[OH:4][C:3]1[C:2]([CH3:1])=[C:8]([OH:9])[CH:7]=[CH:6][C:5]=1[C:19](=[O:20])[CH2:18][C:15]1[CH:16]=[CH:17][C:12]([O:11][CH3:10])=[CH:13][CH:14]=1 |f:2.3|. Procedure details: A solution of 2-methyl resorcinol (1 eq) and p-methoxy phenyl acetic acid (1 eq) in boron trifluoride diethyl etherate (8 eq) was refluxed for 3½ h, whilst stirring, under nitrogen. The brown solution was allowed to cool to room temperature, quenched with NaOAc solution (10% w/v) and left to stand overnight. The resultant precipitate was filtered, washed with water and dried to give 1-(2,4-dihydroxy-3-methyl-phenyl)-2-(4-methoxy-phenyl)-ethanone as a solid.